From a dataset of the Open Reaction Database (ORD), a public repository of structured organic reaction records. describe an organic reaction: reactants, conditions, products, and yield Starting materials: NCC1CC=2C(=C3CCC(NC3=C(C2)C)=O)O1 (2-aminomethyl-5-methyl-2,3,6,7,8,9-hexahydrofuro[2,3-f]quinoline-7-one), crystals, N#CBr (cyanogen bromide). Run in O1CCCC1 (tetrahydrofuran). Yields the product C(#N)NCC1CC=2C(=C3CCC(NC3=C(C2)C)=O)O1 (2-Cyanoaminomethyl-5-methyl-2,3,6,7,8,9-hexahydrofuro[2,3-f]quinoline-7-one). Isolated yield 43.8%. RXN SMILES: [NH2:1][CH2:2][CH:3]1[O:17][C:6]2=[C:7]3[C:12](=[C:13]([CH3:15])[CH:14]=[C:5]2[CH2:4]1)[NH:11][C:10](=[O:16])[CH2:9][CH2:8]3.[N:18]#[C:19]Br>O1CCCC1>[C:19]([NH:1][CH2:2][CH:3]1[O:17][C:6]2=[C:7]3[C:12](=[C:13]([CH3:15])[CH:14]=[C:5]2[CH2:4]1)[NH:11][C:10](=[O:16])[CH2:9][CH2:8]3)#[N:18]. Reported procedure: Using 2-aminomethyl-5-methyl-2,3,6,7,8,9-hexahydrofuro[2,3-f]quinoline-7-one (1.30 g, 5.6 mmol), cyanogen bromide (3.56 g, 33.6 mmol), and tetrahydrofuran (150 ml), the procedure of Example 342 was followed. 0.631 g of the title compound was obtained as yellow crystals (43.8%). Recrystallization from chloroform-methanol yielded the title compound as colorless needles (mp.: 209°-210° C.). Procedure details: 2 ml 3N HCl was added to a suspension of 8.0 g (30 mmol) 4-hydroxy-6-[2-(3,4-dihydroxyphenyl)-2-hydroxyethyl]-2H-pyran-2-one VII and 300 ml tetrahydrofuran. The resulting clear solution was heated for 2-3 hours under reflux until it was no longer possible to detect starting material. (TLC control, mobile solvent: toluene/ethyl formate/methanol 5:4:1, 0.5% formic acid). After drying over sodium sulphate the solution was strongly evaporated (residual volume ca. 50 ml) and it was crystallized by ad... Yields the product OC=1C=C(C=CC1O)C=CC1=CC(=CC(O1)=O)O (6-[2-(3,4-Dihydroxyphenyl)vinyl]-4-hydroxy-2H-pyran-2-one). The reactants are Cl (HCl), OC1=CC(OC(=C1)CC(O)C1=CC(=C(C=C1)O)O)=O (4-Hydroxy-6-[2-(3,4-dihydroxyphenyl)-2-hydroxyethyl]-2H-pyran-2-one), O1CCCC1 (tetrahydrofuran), C1(=CC=CC=C1)C.C(=O)OCC.CO (toluene ethyl formate methanol). The solvent is C(=O)O (formic acid). RXN SMILES: Cl.[OH:2][C:3]1[CH:8]=[C:7]([CH2:9][CH:10]([C:12]2[CH:17]=[CH:16][C:15]([OH:18])=[C:14]([OH:19])[CH:13]=2)O)[O:6][C:5](=[O:20])[CH:4]=1.O1CCCC1.C1(C)C=CC=CC=1.C(OCC)=O.CO>C(O)=O>[OH:19][C:14]1[CH:13]=[C:12]([CH:10]=[CH:9][C:7]2[O:6][C:5](=[O:20])[CH:4]=[C:3]([OH:2])[CH:8]=2)[CH:17]=[CH:16][C:15]=1[OH:18] |f:3.4.5|. The reactants are CC1(OB(OC1(C)C)C1=CC=C2C=C(N=CC2=C1)N)C (7-(4,4,5,5-tetramethyl-1,3,2-dioxaborolan-2-yl)isoquinolin-3-amine), BrC=1C(=CC(=NC1)C(C(F)(F)F)O)C (1-(5-bromo-4-methyl-2-pyridyl)-2,2,2-trifluoro-ethanol), C([O-])([O-])=O.[Na+].[Na+] (sodium carbonate). Reagents/catalysts: CC(C)(C)P(C1=CC=C(C=C1)N(C)C)C(C)(C)C.CC(C)(C)P(C1=CC=C(C=C1)N(C)C)C(C)(C)C.Cl[Pd]Cl (bis(di-tert-butyl(4-dimethylaminophenyl)phosphine)dichloropalladium(II)). The solvent is C(C)#N (acetonitrile), C(C)(=O)OCC (ethyl acetate). Conditions: temperature 130 celsius. Yields the product NC=1N=CC2=CC(=CC=C2C1)C=1C(=CC(=NC1)C(C(F)(F)F)O)C (1-(5-(3-aminoisoquinolin-7-yl)-4-methylpyridin-2-yl)-2,2,2-trifluoroethanol). Yield: 77.2%. Reaction SMILES: CC1(C)C(C)(C)OB([C:9]2[CH:18]=[C:17]3[C:12]([CH:13]=[C:14]([NH2:19])[N:15]=[CH:16]3)=[CH:11][CH:10]=2)O1.Br[C:22]1[C:23]([CH3:34])=[CH:24][C:25]([CH:28]([OH:33])[C:29]([F:32])([F:31])[F:30])=[N:26][CH:27]=1.C(=O)([O-])[O-].[Na+].[Na+]>C(#N)C.C(OCC)(=O)C.CC(P(C(C)(C)C)C1C=CC(N(C)C)=CC=1)(C)C.CC(P(C(C)(C)C)C1C=CC(N(C)C)=CC=1)(C)C.Cl[Pd]Cl>[NH2:19][C:14]1[N:15]=[CH:16][C:17]2[C:12]([CH:13]=1)=[CH:11][CH:10]=[C:9]([C:22]1[C:23]([CH3:34])=[CH:24][C:25]([CH:28]([OH:33])[C:29]([F:31])([F:30])[F:32])=[N:26][CH:27]=1)[CH:18]=2 |f:2.3.4,7.8.9|. Procedure details: A mixture of 7-(4,4,5,5-tetramethyl-1,3,2-dioxaborolan-2-yl)isoquinolin-3-amine (225 mg, 0.583 mmol), 1-(5-bromo-4-methyl-2-pyridyl)-2,2,2-trifluoro-ethanol (200 mg, 0.741 mmol), bis(di-tert-butyl(4-dimethylaminophenyl)phosphine)dichloropalladium(II) (41 mg, 0.06 mmol) and saturated aqueous sodium carbonate solution (0.3 mL) in acetonitrile (3 mL) was heated under microwave irradiation (Biotage) at 130° C. for 30 minutes. The reaction mixture was diluted with ethyl acetate (30 mL) and washed wit... Reactants: BrC1=CC=C2C(=NN(C2=C1)C1=CC=CC=C1)OC (6-bromo-3-methoxy-1-phenyl-1H-indazole), C(C)(C)(C)OC(=O)N1CC(C1)N1CCNCC1 (3-piperazin-1-yl-azetidine-1-carboxylic acid tert-butyl ester), Cl (HCl). The product is Cl.N1CC(C1)N1CCN(CC1)C1=CC=C2C(=NN(C2=C1)C1=CC=CC=C1)OC (6-(4-(Azetidin-3-yl)piperazin-1-yl)-3-methoxy-1-phenyl-1H-indazole hydrochloride). RXN SMILES: Br[C:2]1[CH:10]=[C:9]2[C:5]([C:6]([O:17][CH3:18])=[N:7][N:8]2[C:11]2[CH:16]=[CH:15][CH:14]=[CH:13][CH:12]=2)=[CH:4][CH:3]=1.C(OC([N:26]1[CH2:29][CH:28]([N:30]2[CH2:35][CH2:34][NH:33][CH2:32][CH2:31]2)[CH2:27]1)=O)(C)(C)C.[ClH:36]>>[ClH:36].[NH:26]1[CH2:29][CH:28]([N:30]2[CH2:35][CH2:34][N:33]([C:2]3[CH:10]=[C:9]4[C:5]([C:6]([O:17][CH3:18])=[N:7][N:8]4[C:11]4[CH:16]=[CH:15][CH:14]=[CH:13][CH:12]=4)=[CH:4][CH:3]=3)[CH2:32][CH2:31]2)[CH2:27]1 |f:3.4|. Procedure: The title compound was prepared according to the procedure as described in Example 57 reacting 6-bromo-3-methoxy-1-phenyl-1H-indazole and 3-piperazin-1-yl-azetidine-1-carboxylic acid tert-butyl ester, followed by de-protection with HCl. Reactants: N1CCNCC1 (piperazine), CC(C)([O-])C.[K+] (potassium tert-butoxide), BrC1=CC=CC2=CC=CC=C12 (1-bromonaphthalene), C1(=C(C=CC=C1)P(C1=C(C=CC=C1)C)C1=C(C=CC=C1)C)C (tri-o-tolyl-phosphine). The reagents and catalysts are C(C)(=O)[O-].[Pd+2].C(C)(=O)[O-] (palladium acetate). The solvent is C=1(C(=CC=CC1)C)C (xylene), C(Cl)Cl (methylene chloride). Conditions: time 10 hour. Product: C1(=CC=CC2=CC=CC=C12)N1CCNCC1 (N-(1-Naphthyl)piperazine). Yield: 42.0%. Reaction SMILES: [NH:1]1[CH2:6][CH2:5][NH:4][CH2:3][CH2:2]1.CC(C)([O-])C.[K+].Br[C:14]1[C:23]2[C:18](=[CH:19][CH:20]=[CH:21][CH:22]=2)[CH:17]=[CH:16][CH:15]=1.C1(C)C=CC=CC=1P(C1C=CC=CC=1C)C1C=CC=CC=1C>C1(C)C(C)=CC=CC=1.C(Cl)Cl.C([O-])(=O)C.[Pd+2].C([O-])(=O)C>[C:22]1([N:1]2[CH2:6][CH2:5][NH:4][CH2:3][CH2:2]2)[C:23]2[C:18](=[CH:17][CH:16]=[CH:15][CH:14]=2)[CH:19]=[CH:20][CH:21]=1 |f:1.2,7.8.9|. Procedure: 83.2 g (966 mmol) of piperazine, 38.0 g (339 mmol) of potassium tert-butoxide and 50.0 g (241 mmol) of 1-bromonaphthalene were added to a mixture of 5.4 g (24.2 mmol) of palladium acetate and 14.7 g (48.3 mmol) of tri-o-tolyl-phosphine in 500 ml of xylene, and the mixture was refluxed with efficient stirring under a nitrogen atomsphere for 10 h. The mixture was then diluted with methylene chloride, the insoluble residue was filtered off, and the filtrate was concentrated. The crude product was p... The reactants are C(=O)(O)CN1[C@H](C(=O)N(C([C@@H](N)[C@@H](C)CC)=O)CC2=CC=CC=C2)CCC1 (L-isoleucine, N-[1-(carboxymethyl)-L-prolyl] benzylamide), 4-N,N-dimethylaminopyridine, C1(CCCCC1)N=C=NC1CCCCC1 (1,3-dicyclohexylcarbodiimide), C1(CCCCC1)C(O)C1=CC=CC=C1 ((±) cyclohexylphenylcarbinol). Run in ClCCl (dichloromethane). Yields the product C1(=CC=CC=C1)C(OC(CN1[C@H](C(=O)N(C([C@@H](N)[C@@H](C)CC)=O)CC2=CC=CC=C2)CCC1)=O)C1CCCCC1 (L-isoleucine, N-[1-(2-(1-phenyl-1-cyclohexylmethoxy)-2-oxoethyl)-L-prolyl] benzylamide). Yield: 25.9%. As a reaction SMILES: [C:1]([CH2:4][N:5]1[CH2:27][CH2:26][CH2:25][C@H:6]1[C:7]([N:9]([CH2:18][C:19]1[CH:24]=[CH:23][CH:22]=[CH:21][CH:20]=1)[C:10](=[O:17])[C@H:11]([C@H:13]([CH2:15][CH3:16])[CH3:14])[NH2:12])=[O:8])([OH:3])=[O:2].C1(N=C=NC2CCCCC2)CCCCC1.[CH:43]1([CH:49]([C:51]2[CH:56]=[CH:55][CH:54]=[CH:53][CH:52]=2)O)[CH2:48][CH2:47][CH2:46][CH2:45][CH2:44]1>ClCCl>[C:43]1([CH:49]([CH:51]2[CH2:52][CH2:53][CH2:54][CH2:55][CH2:56]2)[O:2][C:1](=[O:3])[CH2:4][N:5]2[CH2:27][CH2:26][CH2:25][C@H:6]2[C:7]([N:9]([CH2:18][C:19]2[CH:24]=[CH:23][CH:22]=[CH:21][CH:20]=2)[C:10](=[O:17])[C@H:11]([C@H:13]([CH2:15][CH3:16])[CH3:14])[NH2:12])=[O:8])[CH:48]=[CH:47][CH:46]=[CH:45][CH:44]=1. Procedure details: Using the procedure described previously, a solution of L-isoleucine, N-[1-(carboxymethyl)-L-prolyl] benzylamide (71 mg, 0.19 mmol), 4-N,N-dimethylaminopyridine (7.5 mg, 0.06 mmol, 0.3 eq), 1,3-dicyclohexylcarbodiimide (64 mg, 0.31 mmol, 1.6 eq) in dichloromethane (5.0 mL) was treated with (±) cyclohexylphenylcarbinol (45 mg, 0.24 mmol, 1.3 eq). After TLC indicated the reaction was complete, the mixture was purified by HPLC to provide 27 mg (26%) of L-isoleucine, N-[1-(2-(1-phenyl-1-cyclohexylme... The reactants are CC(=O)NC(CCCC(C)(C)[N+](=O)[O-])C(=O)O, Cl, Cl[Co]Cl, [Na+], [OH-], O. As a reaction SMILES: [C:1](=[O:2])([CH3:3])[NH:4][CH:5]([C:6](=[O:7])[OH:8])[CH2:9][CH2:10][CH2:11][C:12]([CH3:13])([N+:14](=[O:15])[O-:16])[CH3:17].[ClH:20].[Co:22]([Cl:23])[Cl:24].[Na+:19].[OH-:18].[OH2:21]>>[NH2:4][CH:5]([C:6](=[O:7])[OH:8])[CH2:9][CH2:10][CH2:11][C:12]([CH3:13])([N+:14](=[O:15])[O-:16])[CH3:17]. Yields the product CC(C)(CCCC(N)C(=O)O)[N+](=O)[O-]. The reactants are N1(C=NC=C1)C[C@H](C1=CC=CC=C1)OC1=C(C=2CCCC(C2C=C1)=O)CS(=O)(=O)C1=C(C(=O)O)C=CC=C1 (2-{[(2-{[(1S)-2-(1H-imidazol-1-yl)-1-phenylethyl]oxy}-5-oxo-5,6,7,8-tetrahydro-1-naphthalenyl)methyl]sulfonyl}benzoic acid), C1(CCCC1)N (cyclopentylamine). Yields the product C1(CCCC1)NC(C1=C(C=CC=C1)S(=O)(=O)CC1=C(C=CC=2C(CCCC12)=O)O[C@H](CN1C=NC=C1)C1=CC=CC=C1)=O (N-Cyclopentyl-2-{[(2-{[(1S)-2-(1H-imidazol-1-yl)-1-phenylethyl]oxy}-5-oxo-5,6,7,8-tetrahydro-1-naphthalenyl)methyl]sulfonyl}benzamide). Yield: 70.3%. As a reaction SMILES: [N:1]1([CH2:6][C@@H:7]([O:14][C:15]2[CH:24]=[CH:23][C:22]3[C:21](=[O:25])[CH2:20][CH2:19][CH2:18][C:17]=3[C:16]=2[CH2:26][S:27]([C:30]2[CH:38]=[CH:37][CH:36]=[CH:35][C:31]=2[C:32](O)=[O:33])(=[O:29])=[O:28])[C:8]2[CH:13]=[CH:12][CH:11]=[CH:10][CH:9]=2)[CH:5]=[CH:4][N:3]=[CH:2]1.[CH:39]1([NH2:44])[CH2:43][CH2:42][CH2:41][CH2:40]1>>[CH:39]1([NH:44][C:32](=[O:33])[C:31]2[CH:35]=[CH:36][CH:37]=[CH:38][C:30]=2[S:27]([CH2:26][C:16]2[C:17]3[CH2:18][CH2:19][CH2:20][C:21](=[O:25])[C:22]=3[CH:23]=[CH:24][C:15]=2[O:14][C@@H:7]([C:8]2[CH:13]=[CH:12][CH:11]=[CH:10][CH:9]=2)[CH2:6][N:1]2[CH:5]=[CH:4][N:3]=[CH:2]2)(=[O:29])=[O:28])[CH2:43][CH2:42][CH2:41][CH2:40]1. Procedure details: Using the method in Example 172, 2-{[(2-{[(1S)-2-(1H-imidazol-1-yl)-1-phenylethyl]oxy}-5-oxo-5,6,7,8-tetrahydro-1-naphthalenyl)methyl]sulfonyl}benzoic acid (53 mg, 0.10 mmol, 0.20M in DMF) and cyclopentylamine (26 mg, 0.30 mmol, 0.6M in DMF) were combined to give 42 mg of the desired compound: Low resolution mass spectrum (LC-MS, APCI) m/z 598 [M+H]+. Starting materials: N#Cc1[nH]c(-c2c(Cl)cc(C(F)(F)F)cc2Cl)nc1C(=O)O, CCNCC, COCCOCCOC, ClCCl, [F-], [K+]. Product: CCN(CC)C(=O)c1nc(-c2c(Cl)cc(C(F)(F)F)cc2Cl)[nH]c1C#N. RXN SMILES: [C:1](#[N:2])[c:3]1[c:4]([C:20](=[O:21])[OH:22])[n:5][c:6](-[c:8]2[c:9]([Cl:19])[cH:10][c:11]([C:15]([F:16])([F:17])[F:18])[cH:12][c:13]2[Cl:14])[nH:7]1.[CH2:25]([CH3:26])[NH:27][CH2:28][CH3:29].[CH3:30][O:31][CH2:32][CH2:33][O:34][CH2:35][CH2:36][O:37][CH3:38].[Cl:39][CH2:40][Cl:41].[F-:23].[K+:24]>>[C:1](#[N:2])[c:3]1[c:4]([C:20](=[O:22])[N:27]([CH2:25][CH3:26])[CH2:28][CH3:29])[n:5][c:6](-[c:8]2[c:9]([Cl:19])[cH:10][c:11]([C:15]([F:16])([F:17])[F:18])[cH:12][c:13]2[Cl:14])[nH:7]1. Starting materials: ClC1=NC2=CC=C(C=C2C=C1)Cl (2,6-dichloroquinoline), COC1=C(CN)C=CC=C1 (2-methoxybenzylamine), CN1C=NC(=C1)CN ((1-methyl-1H-imidazol-4-yl)methylamine). Yields the product COC1=C(CNC2=NC3=CC=C(C=C3C=C2)NCC=2N=CN(C2)C)C=CC=C1 (N2-(2-Methoxy-benzyl)-N6-(1-methyl-1H-imidazol-4-ylmethyl)-quinoline-2,6-diamine). RXN SMILES: Cl[C:2]1[CH:11]=[CH:10][C:9]2[C:4](=[CH:5][CH:6]=[C:7](Cl)[CH:8]=2)[N:3]=1.[CH3:13][O:14][C:15]1[CH:22]=[CH:21][CH:20]=[CH:19][C:16]=1[CH2:17][NH2:18].[CH3:23][N:24]1[CH:28]=[C:27]([CH2:29][NH2:30])[N:26]=[CH:25]1>>[CH3:13][O:14][C:15]1[CH:22]=[CH:21][CH:20]=[CH:19][C:16]=1[CH2:17][NH:18][C:2]1[CH:11]=[CH:10][C:9]2[C:4](=[CH:5][CH:6]=[C:7]([NH:30][CH2:29][C:27]3[N:26]=[CH:25][N:24]([CH3:23])[CH:28]=3)[CH:8]=2)[N:3]=1. Procedure: The title compound, MS: m/e=374.4 (M+H+), was prepared in accordance with the general method of example 1 from 2,6-dichloroquinoline, 2-methoxybenzylamine and (1-methyl-1H-imidazol-4-yl)methylamine.